This data is from the Open Reaction Database (ORD), a public repository of structured organic reaction records. The task is: describe an organic reaction: reactants, conditions, products, and yield Yields the product Cc1ccccc1Sc1ccccc1C(C)C. RXN SMILES: [CH3:31][CH:32]([OH:33])[CH3:34].[CH:9]([CH3:10])([CH3:11])[c:12]1[c:13]([SH:18])[cH:14][cH:15][cH:16][cH:17]1.[Cu:29][I:30].[I:1][c:2]1[c:3]([CH3:8])[cH:4][cH:5][cH:6][cH:7]1.[K+:19].[K+:20].[O-:21][C:22]([O-:23])=[O:24].[OH:25][CH2:26][CH2:27][OH:28]>>[c:2]1([S:18][c:13]2[c:12]([CH:9]([CH3:10])[CH3:11])[cH:17][cH:16][cH:15][cH:14]2)[c:3]([CH3:8])[cH:4][cH:5][cH:6][cH:7]1. The reactants are CC(C)O, CC(C)c1ccccc1S, [Cu]I, Cc1ccccc1I, [K+], [K+], O=C([O-])[O-], OCCO. Starting materials: COC(=O)Nc1ccc(NC(=O)CBr)c([N+](=O)[O-])c1, CNC, CCO. The product is COC(=O)Nc1ccc(NC(=O)CN(C)C)c([N+](=O)[O-])c1. Reaction SMILES: [CH3:1][O:2][C:3](=[O:4])[NH:5][c:6]1[cH:7][c:8]([N+:17](=[O:18])[O-:19])[c:9]([NH:12][C:13]([CH2:14][Br:15])=[O:16])[cH:10][cH:11]1.[CH3:20][NH:21][CH3:22].[CH3:23][CH2:24][OH:25]>>[CH3:1][O:2][C:3](=[O:4])[NH:5][c:6]1[cH:7][c:8]([N+:17](=[O:18])[O-:19])[c:9]([NH:12][C:13]([CH2:14][N:21]([CH3:20])[CH3:22])=[O:16])[cH:10][cH:11]1. The reactants are COC(=O)c1ccc(CNC(=O)OC(C)(C)C)cc1[N+](=O)[O-], CO, [Li+], [OH-], O. Yields the product CC(C)(C)OC(=O)NCc1ccc(C(=O)O)c([N+](=O)[O-])c1. Reaction SMILES: [CH3:1][O:2][C:3]([c:4]1[c:5]([N+:19](=[O:20])[O-:21])[cH:6][c:7]([CH2:10][NH:11][C:12](=[O:13])[O:14][C:15]([CH3:16])([CH3:17])[CH3:18])[cH:8][cH:9]1)=[O:22].[CH3:25][OH:26].[Li+:23].[OH-:24].[OH2:27]>>[O:2]=[C:3]([c:4]1[c:5]([N+:19](=[O:20])[O-:21])[cH:6][c:7]([CH2:10][NH:11][C:12](=[O:13])[O:14][C:15]([CH3:16])([CH3:17])[CH3:18])[cH:8][cH:9]1)[OH:22]. Starting materials: C(C)(C)(C)OC(=O)N[C@@H]1C[C@@H]([C@H](C1)C1=CC=CC=C1)CN1CCC(CC1)CCCC1=CC=C(C=C1)F (1-(S)-(N-(t-butoxycarbonyl)amino)-3-(S)-((4-(3-(4-fluorophenyl)prop-1-yl)piperidin-1-yl)methyl)-4-(S)-phenylcyclopentane), CS(=O)(=O)Cl (methylsulfonyl chloride). The product is CS(=O)(=O)N[C@@H]1C[C@@H]([C@H](C1)C1=CC=CC=C1)CN1CCC(CC1)CCCC1=CC=C(C=C1)F (1-(S)-((Methylsulfonyl)amino)-3-(S)-((4-(3-(4-fluorophenyl)prop-1-yl)piperidin-1-yl)methyl)-4-(S)-phenylcyclopentane). As a reaction SMILES: C(OC([NH:8][C@H:9]1[CH2:13][C@H:12]([C:14]2[CH:19]=[CH:18][CH:17]=[CH:16][CH:15]=2)[C@@H:11]([CH2:20][N:21]2[CH2:26][CH2:25][CH:24]([CH2:27][CH2:28][CH2:29][C:30]3[CH:35]=[CH:34][C:33]([F:36])=[CH:32][CH:31]=3)[CH2:23][CH2:22]2)[CH2:10]1)=O)(C)(C)C.[CH3:37][S:38](Cl)(=[O:40])=[O:39]>>[CH3:37][S:38]([NH:8][C@H:9]1[CH2:13][C@H:12]([C:14]2[CH:19]=[CH:18][CH:17]=[CH:16][CH:15]=2)[C@@H:11]([CH2:20][N:21]2[CH2:26][CH2:25][CH:24]([CH2:27][CH2:28][CH2:29][C:30]3[CH:35]=[CH:34][C:33]([F:36])=[CH:32][CH:31]=3)[CH2:23][CH2:22]2)[CH2:10]1)(=[O:40])=[O:39]. Procedure details: Using essentially the same procedure as in Example 16, Step A and B but substituting 1-(S)-(N-(t-butoxycarbonyl)amino)-3-(S)-((4-(3-(4-fluorophenyl)prop-1-yl)piperidin-1-yl)methyl)-4-(S)-phenylcyclopentane from Example 30 in Step A and methylsulfonyl chloride in Step B, the title compound can be prepared. Starting materials: Cc1cc(NC(=O)OC(C)(C)C)nc(NS(=O)(=O)c2sc(-c3ccc(C#N)cc3)nc2C)c1, O=C([O-])O, ClCCl, [Na+], O=C(O)C(F)(F)F. Yields the product Cc1cc(N)nc(NS(=O)(=O)c2sc(-c3ccc(C#N)cc3)nc2C)c1. Reaction SMILES: [C:1](#[N:2])[c:3]1[cH:4][cH:5][c:6](-[c:9]2[s:10][c:11]([S:15](=[O:16])(=[O:17])[NH:18][c:19]3[cH:20][c:21]([CH3:33])[cH:22][c:23]([NH:25][C:26](=[O:27])[O:28][C:29]([CH3:30])([CH3:31])[CH3:32])[n:24]3)[c:12]([CH3:14])[n:13]2)[cH:7][cH:8]1.[C:41](=[O:42])([OH:43])[O-:44].[Cl:46][CH2:47][Cl:48].[Na+:45].[OH:34][C:35]([C:36]([F:37])([F:38])[F:39])=[O:40]>>[C:1](#[N:2])[c:3]1[cH:4][cH:5][c:6](-[c:9]2[s:10][c:11]([S:15](=[O:16])(=[O:17])[NH:18][c:19]3[cH:20][c:21]([CH3:33])[cH:22][c:23]([NH2:25])[n:24]3)[c:12]([CH3:14])[n:13]2)[cH:7][cH:8]1.